Dataset: the Open Reaction Database (ORD), a public repository of structured organic reaction records. Task: describe an organic reaction: reactants, conditions, products, and yield The reactants are CO, Cl, O=C(O)C1CCCO1. The product is COC(=O)C1CCCO1. Reaction SMILES: [CH3:10][OH:11].[ClH:9].[O:1]1[CH:2]([C:6](=[O:7])[OH:8])[CH2:3][CH2:4][CH2:5]1>>[O:1]1[CH:2]([C:6]([O:7][CH3:10])=[O:8])[CH2:3][CH2:4][CH2:5]1. Starting materials: O=C([O-])[O-], CN(C)C=O, COC(=O)c1ccc(O)cc1, BrC1CCCCC1, [K+], [K+]. Yields the product COC(=O)c1ccc(C2CCCCC2)cc1. Reaction SMILES: [C:1](=[O:2])([O-:3])[O-:4].[CH3:25][N:26]([CH3:27])[CH:28]=[O:29].[CH3:7][O:8][C:9]([c:10]1[cH:11][cH:12][c:13]([OH:16])[cH:14][cH:15]1)=[O:17].[CH:18]1([Br:24])[CH2:19][CH2:20][CH2:21][CH2:22][CH2:23]1.[K+:5].[K+:6]>>[CH3:7][O:8][C:9]([c:10]1[cH:11][cH:12][c:13]([CH:18]2[CH2:19][CH2:20][CH2:21][CH2:22][CH2:23]2)[cH:14][cH:15]1)=[O:17]. The reactants are C1CCOC1, COC(=O)c1ccc(CN(C(=O)C(N)Cc2c(C)cc(O)cc2C)C(C)c2nc(-c3ccccc3)c[nH]2)cc1, Cl, [Li+], [OH-]. The product is Cc1cc(O)cc(C)c1CC(N)C(=O)N(Cc1ccc(C(=O)O)cc1)C(C)c1nc(-c2ccccc2)c[nH]1. RXN SMILES: [CH2:43]1[O:44][CH2:45][CH2:46][CH2:47]1.[CH3:1][O:2][C:3]([c:4]1[cH:5][cH:6][c:7]([CH2:10][N:11]([CH:12]([CH3:13])[c:14]2[nH:15][cH:16][c:17](-[c:19]3[cH:20][cH:21][cH:22][cH:23][cH:24]3)[n:18]2)[C:25]([CH:26]([CH2:27][c:28]2[c:29]([CH3:36])[cH:30][c:31]([OH:35])[cH:32][c:33]2[CH3:34])[NH2:37])=[O:38])[cH:8][cH:9]1)=[O:39].[ClH:42].[Li+:41].[OH-:40]>>[O:2]=[C:3]([c:4]1[cH:5][cH:6][c:7]([CH2:10][N:11]([CH:12]([CH3:13])[c:14]2[nH:15][cH:16][c:17](-[c:19]3[cH:20][cH:21][cH:22][cH:23][cH:24]3)[n:18]2)[C:25]([CH:26]([CH2:27][c:28]2[c:29]([CH3:36])[cH:30][c:31]([OH:35])[cH:32][c:33]2[CH3:34])[NH2:37])=[O:38])[cH:8][cH:9]1)[OH:39]. Starting materials: C(C)(=O)Cl (acetyl chloride), C(C)(C)(C)OC(=O)N1CCC2(CN(C2)[C@@H]2CCC3=CC(=CC=C23)C2=NC=NC(=C2)C)CC1 (2-[(R)-5-(6-Methyl-pyrimidin-4-yl)-indan-1-yl]-2,7-diaza-spiro[3.5]nonane-7-carboxylic acid tert-butyl ester). Solvent: CO (methanol), CO (methanol). Run at temperature 0 celsius, time 18 hour. Product: Cl.Cl.CC1=CC(=NC=N1)C=1C=C2CCC(C2=CC1)N1CC2(C1)CCNCC2 (2-[5-(6-methyl-pyrimidin-4-yl)-indan-1-yl]-2,7-diaza-spiro[3.5]nonane-dihydrochloride). The yield is 102.4%. RXN SMILES: C([Cl:4])(=O)C.C(OC([N:12]1[CH2:36][CH2:35][C:15]2([CH2:18][N:17]([C@H:19]3[C:27]4[C:22](=[CH:23][C:24]([C:28]5[CH:33]=[C:32]([CH3:34])[N:31]=[CH:30][N:29]=5)=[CH:25][CH:26]=4)[CH2:21][CH2:20]3)[CH2:16]2)[CH2:14][CH2:13]1)=O)(C)(C)C>CO>[ClH:4].[ClH:4].[CH3:34][C:32]1[N:31]=[CH:30][N:29]=[C:28]([C:24]2[CH:23]=[C:22]3[C:27](=[CH:26][CH:25]=2)[CH:19]([N:17]2[CH2:18][C:15]4([CH2:35][CH2:36][NH:12][CH2:13][CH2:14]4)[CH2:16]2)[CH2:20][CH2:21]3)[CH:33]=1 |f:3.4.5|. Procedure: A flask containing methanol (100 mL) was cooled to 0° C. The solution was then charged dropwise with acetyl chloride (16.38 mL, 230.11 mmol) over 1 h maintaining a temperature of 10° C. The resulting mixture was charged with 2-[(R)-5-(6-methylpyrimidin-4-yl)-indan-1-yl]-2,7-diazaspiro[3.5]nonane-7-carboxylic acid tert-butyl ester (3-1f, 10.0 g, 23.01 mmol) in methanol (50 mL). The resulting mixture was stirred while warming to 20° C. for 18 h. HPLC after 18 h indicated disappearance of starting ... Reactants: palladium tetrakistriphenylphosphine, ClC1=CC=C(C=C1)CC(C(N(C(C)C)CC(OCC)OCC)=O)NC(OCC=C)=O (allyl {2-(4-chlorophenyl)-1-[(2,2-diethoxyethyl)isopropylcarbamoyl]ethyl}carbamate), CC1(C(NC(NC1=O)=O)=O)C (dimethylbarbituric acid). Solvent: C(Cl)Cl (methylene chloride). Conditions: time 12 hour. Product: NC(C(=O)N(C(C)C)CC(OCC)OCC)CC1=CC=C(C=C1)Cl (2-Amino-3-(4-chlorophenyl)-N-(2,2-diethoxyethyl)-N-isopropylpropionamide). RXN SMILES: [Cl:1][C:2]1[CH:7]=[CH:6][C:5]([CH2:8][CH:9]([NH:24]C(=O)OCC=C)[C:10](=[O:23])[N:11]([CH2:15][CH:16]([O:20][CH2:21][CH3:22])[O:17][CH2:18][CH3:19])[CH:12]([CH3:14])[CH3:13])=[CH:4][CH:3]=1.CC1(C)C(=O)NC(=O)NC1=O>C(Cl)Cl>[NH2:24][CH:9]([CH2:8][C:5]1[CH:4]=[CH:3][C:2]([Cl:1])=[CH:7][CH:6]=1)[C:10]([N:11]([CH2:15][CH:16]([O:20][CH2:21][CH3:22])[O:17][CH2:18][CH3:19])[CH:12]([CH3:14])[CH3:13])=[O:23]. Procedure: 10 mg of palladium tetrakistriphenylphosphine are added to a solution of 13.2 g of allyl {2-(4-chlorophenyl)-1-[(2,2-diethoxyethyl)isopropylcarbamoyl]ethyl}carbamate, 18.9 g of dimethylbarbituric acid in 140 ml of methylene chloride under a protective argon gas atmosphere, and the reaction mixture is stirred for 12 h at room temperature. The reaction solution is concentrated under reduced pressure and purified by flash chromatography on silica gel (eluent methylene chloride, 1% Et3N, 0-10% metha... Starting materials: CN(C)C(=O)Cl, CS(=O)(=O)N1CCC2(CC1)CN(Cc1cc3nc(Cl)nc(N4CCOCC4)c3s1)C2. The product is CN(C)C(=O)N1CCC2(CC1)CN(Cc1cc3nc(Cl)nc(N4CCOCC4)c3s1)C2. RXN SMILES: [CH3:31][N:32]([C:33](=[O:34])[Cl:35])[CH3:36].[Cl:1][c:2]1[n:3][c:4]([N:25]2[CH2:26][CH2:27][O:28][CH2:29][CH2:30]2)[c:5]2[c:6]([n:7]1)[cH:8][c:9]([CH2:11][N:12]1[CH2:13][C:14]3([CH2:15]1)[CH2:16][CH2:17][N:18]([S:21]([CH3:22])(=[O:23])=[O:24])[CH2:19][CH2:20]3)[s:10]2>>[Cl:1][c:2]1[n:3][c:4]([N:25]2[CH2:26][CH2:27][O:28][CH2:29][CH2:30]2)[c:5]2[c:6]([n:7]1)[cH:8][c:9]([CH2:11][N:12]1[CH2:13][C:14]3([CH2:15]1)[CH2:16][CH2:17][N:18]([C:33]([N:32]([CH3:31])[CH3:36])=[O:34])[CH2:19][CH2:20]3)[s:10]2.